This data is from the Open Reaction Database (ORD), a public repository of structured organic reaction records. The task is: describe an organic reaction: reactants, conditions, products, and yield The reactants are CN1N=NC=C1[Sn](CCCC)(CCCC)CCCC (1-methyl-5-(tributylstannyl)-1H-1,2,3-triazole), CN1N=NC=C1[Sn](CCCC)(CCCC)CCCC (1-methyl-5-(tributylstannyl)-1H-1,2,3-triazole), BrC1=CC(=C(C=C1OC)NC1=NC=C(C(=N1)NC)C(F)(F)F)Cl (N2-(4-bromo-2-chloro-5-methoxyphenyl)-N4-methyl-5-(trifluoromethyl)pyrimidine-2,4-diamine), CN1N=NC=C1[Sn](CCCC)(CCCC)CCCC (1-methyl-5-(tributylstannyl)-1H-1,2,3-triazole). The reagents and catalysts are C1=CC=C(C=C1)P([C-]2C=CC=C2)C3=CC=CC=C3.C1=CC=C(C=C1)P([C-]2C=CC=C2)C3=CC=CC=C3.Cl[Pd]Cl.[Fe+2] (Pd(dppf)2Cl2), C1=CC=C(C=C1)P([C-]2C=CC=C2)C3=CC=CC=C3.C1=CC=C(C=C1)P([C-]2C=CC=C2)C3=CC=CC=C3.Cl[Pd]Cl.[Fe+2] (Pd(dppf)2Cl2), C1=CC=C(C=C1)P([C-]2C=CC=C2)C3=CC=CC=C3.C1=CC=C(C=C1)P([C-]2C=CC=C2)C3=CC=CC=C3.Cl[Pd]Cl.[Fe+2] (Pd(dppf)2Cl2). The solvent is O1CCOCC1 (dioxane). Reaction conditions: temperature 100 celsius. Yields the product ClC1=C(C=C(C(=C1)C1=CN=NN1C)OC)NC1=NC=C(C(=N1)NC)C(F)(F)F (N2-(2-Chloro-5-methoxy-4-(1-methyl-1H-1,2,3-triazol-5-yl)phenyl)-N4-methyl-5-(trifluoromethyl)pyrimidine-2,4-diamine). Yield: 44.3%. Reaction SMILES: Br[C:2]1[C:7]([O:8][CH3:9])=[CH:6][C:5]([NH:10][C:11]2[N:16]=[C:15]([NH:17][CH3:18])[C:14]([C:19]([F:22])([F:21])[F:20])=[CH:13][N:12]=2)=[C:4]([Cl:23])[CH:3]=1.[CH3:24][N:25]1[C:29]([Sn](CCCC)(CCCC)CCCC)=[CH:28][N:27]=[N:26]1>O1CCOCC1.C1C=CC(P(C2C=CC=CC=2)[C-]2C=CC=C2)=CC=1.C1C=CC(P(C2C=CC=CC=2)[C-]2C=CC=C2)=CC=1.Cl[Pd]Cl.[Fe+2]>[Cl:23][C:4]1[CH:3]=[C:2]([C:29]2[N:25]([CH3:24])[N:26]=[N:27][CH:28]=2)[C:7]([O:8][CH3:9])=[CH:6][C:5]=1[NH:10][C:11]1[N:16]=[C:15]([NH:17][CH3:18])[C:14]([C:19]([F:22])([F:21])[F:20])=[CH:13][N:12]=1 |f:3.4.5.6|. Reported procedure: A mixture of N2-(4-bromo-2-chloro-5-methoxyphenyl)-N4-methyl-5-(trifluoromethyl)pyrimidine-2,4-diamine (50 mg, 0.12 mmol), 1-methyl-5-(tributylstannyl)-1H-1,2,3-triazole (68 mg, 0.18 mmol) and Pd(dppf)2Cl2 (10 mg, 0.012 mmol) in dioxane (4 mL) was degassed under a stream of nitrogen for 10 min. The reaction mixture was heated to 100° C. for 18 h. Further amounts of 1-methyl-5-(tributylstannyl)-1H-1,2,3-triazole (68 mg, 0.18 mmol) and Pd(dppf)2Cl2 (10 mg, 0.012 mmol) were added and the mixture ma... Reactants: C#Cc1cnn2c(C(F)(F)F)cc(-c3ccc(C(F)(F)F)cc3)nc12, ClCCl, O=C(O)C(F)(F)F, O=S(=O)(NCc1cccnc1)c1ccc(Br)s1. The product is O=S(=O)(NCc1cccnc1)c1ccc(C#Cc2cnn3c(C(F)(F)F)cc(-c4ccc(C(F)(F)F)cc4)nc23)s1. As a reaction SMILES: [C:1](#[CH:2])[c:3]1[cH:4][n:5][n:6]2[c:7]1[n:8][c:9](-[c:16]1[cH:17][cH:18][c:19]([C:22]([F:23])([F:24])[F:25])[cH:20][cH:21]1)[cH:10][c:11]2[C:12]([F:13])([F:14])[F:15].[Cl:50][CH2:51][Cl:52].[F:43][C:44]([F:45])([F:46])[C:47]([OH:48])=[O:49].[n:26]1[cH:27][c:28]([CH2:32][NH:33][S:34](=[O:35])(=[O:36])[c:37]2[s:38][c:39]([Br:42])[cH:40][cH:41]2)[cH:29][cH:30][cH:31]1>>[C:1](#[C:2][c:39]1[s:38][c:37]([S:34]([NH:33][CH2:32][c:28]2[cH:27][n:26][cH:31][cH:30][cH:29]2)(=[O:35])=[O:36])[cH:41][cH:40]1)[c:3]1[cH:4][n:5][n:6]2[c:7]1[n:8][c:9](-[c:16]1[cH:17][cH:18][c:19]([C:22]([F:23])([F:24])[F:25])[cH:20][cH:21]1)[cH:10][c:11]2[C:12]([F:13])([F:14])[F:15]. Starting materials: COC(=O)C(=CC1CCCC1)NC(=O)OC(C)(C)C, O=S(=O)([O-])C(F)(F)F. Yields the product COC(=O)C(CC1CCCC1)NC(=O)OC(C)(C)C. As a reaction SMILES: [CH3:1][O:2][C:3]([C:4](=[CH:5][CH:6]1[CH2:7][CH2:8][CH2:9][CH2:10]1)[NH:11][C:12](=[O:13])[O:14][C:15]([CH3:16])([CH3:17])[CH3:18])=[O:19].[O-:20][S:21]([C:22]([F:23])([F:24])[F:25])(=[O:26])=[O:27]>>[CH3:1][O:2][C:3]([CH:4]([CH2:5][CH:6]1[CH2:7][CH2:8][CH2:9][CH2:10]1)[NH:11][C:12](=[O:13])[O:14][C:15]([CH3:16])([CH3:17])[CH3:18])=[O:19]. Starting materials: CuBr, FC1=C(C=CC(=C1)F)I (2,4-difluoro-1-iodobenzene), N1C=CC2=C(C=CC=C12)CN1CCC(CC1)C=1C=C(C=CC1)NC(C(C)C)=O (N-{3-[1-(1H-indol-4-ylmethyl)-4-piperidinyl]phenyl}-2-methylpropanamide). The product is FC1=C(C=CC(=C1)F)N1C=CC2=C(C=CC=C12)CN1CCC(CC1)C=1C=C(C=CC1)NC(C(C)C)=O (N-[3-(1-{[1-(2,4-DIFLUOROPHENYL)-1H-INDOL-4-YL]METHYL}-4-PIPERIDINYL)PHENYL]-2-METHYLPROPANAMIDE). As a reaction SMILES: [F:1][C:2]1[CH:7]=[C:6]([F:8])[CH:5]=[CH:4][C:3]=1I.[NH:10]1[C:18]2[C:13](=[C:14]([CH2:19][N:20]3[CH2:25][CH2:24][CH:23]([C:26]4[CH:27]=[C:28]([NH:32][C:33](=[O:37])[CH:34]([CH3:36])[CH3:35])[CH:29]=[CH:30][CH:31]=4)[CH2:22][CH2:21]3)[CH:15]=[CH:16][CH:17]=2)[CH:12]=[CH:11]1>>[F:1][C:2]1[CH:7]=[C:6]([F:8])[CH:5]=[CH:4][C:3]=1[N:10]1[C:18]2[C:13](=[C:14]([CH2:19][N:20]3[CH2:25][CH2:24][CH:23]([C:26]4[CH:27]=[C:28]([NH:32][C:33](=[O:37])[CH:34]([CH3:35])[CH3:36])[CH:29]=[CH:30][CH:31]=4)[CH2:22][CH2:21]3)[CH:15]=[CH:16][CH:17]=2)[CH:12]=[CH:11]1. Reported procedure: Prepared by Procedure C and Scheme Q1, with CuBr in place of Cu, using 2,4-difluoro-1-iodobenzene and N-{3-[1-(1H-indol-4-ylmethyl)-4-piperidinyl]phenyl}-2-methylpropanamide: ESMS m/e: 488.0 (M+H)+. The reactants are COC(=O)N1CCC(NCc2ccccc2)C(C)C1, CO, [H][H], [Pd]. Reaction SMILES: [CH2:1]([c:2]1[cH:3][cH:4][cH:5][cH:6][cH:7]1)[NH:8][CH:9]1[CH:10]([CH3:19])[CH2:11][N:12]([C:15](=[O:16])[O:17][CH3:18])[CH2:13][CH2:14]1.[CH3:20][OH:21].[H:22][H:23].[Pd:24]>>[NH2:8][CH:9]1[CH:10]([CH3:19])[CH2:11][N:12]([C:15](=[O:16])[O:17][CH3:18])[CH2:13][CH2:14]1. Yields the product COC(=O)N1CCC(N)C(C)C1. Starting materials: F[B-](F)(F)F, CC(C)(C)c1ccc(CNCCc2ccc(C(F)(F)F)cc2)cc1, CCN(C(C)C)C(C)C, CN(C)C=O, O, CN(C)C(On1nnc2ccccc21)=[N+](C)C, O=C(O)c1cccc2cc[nH]c12. Yields the product CC(C)(C)c1ccc(CN(CCc2ccc(C(F)(F)F)cc2)C(=O)c2cccc3cc[nH]c23)cc1. Reaction SMILES: [B-:13]([F:14])([F:15])([F:16])[F:17].[C:44]([CH3:45])([CH3:46])([CH3:47])[c:48]1[cH:49][cH:50][c:51]([CH2:52][NH:53][CH2:54][CH2:55][c:56]2[cH:57][cH:58][c:59]([C:62]([F:63])([F:64])[F:65])[cH:60][cH:61]2)[cH:66][cH:67]1.[CH:35]([N:36]([CH2:37][CH3:38])[CH:39]([CH3:40])[CH3:41])([CH3:42])[CH3:43].[O:68]=[CH:69][N:70]([CH3:71])[CH3:72].[OH2:73].[n:18]1([O:19][C:20]([N:21]([CH3:22])[CH3:23])=[N+:24]([CH3:25])[CH3:26])[c:27]2[cH:28][cH:29][cH:30][cH:31][c:32]2[n:33][n:34]1.[nH:1]1[cH:2][cH:3][c:4]2[cH:5][cH:6][cH:7][c:8]([C:10](=[O:11])[OH:12])[c:9]12>>[nH:1]1[cH:2][cH:3][c:4]2[cH:5][cH:6][cH:7][c:8]([C:10](=[O:12])[N:53]([CH2:52][c:51]3[cH:50][cH:49][c:48]([C:44]([CH3:45])([CH3:46])[CH3:47])[cH:67][cH:66]3)[CH2:54][CH2:55][c:56]3[cH:57][cH:58][c:59]([C:62]([F:63])([F:64])[F:65])[cH:60][cH:61]3)[c:9]12. The reactants are CC(C)C(NC(=O)OCc1ccccc1)C(=O)O, CN(C)c1ccncc1, C(=NC1CCCCC1)=NC1CCCCC1, ClCCl, COc1ccc(COC(=O)c2ccc(OCCO)cc2)cc1. Yields the product COc1ccc(COC(=O)c2ccc(OCCOC(=O)C(NC(=O)OCc3ccccc3)C(C)C)cc2)cc1. RXN SMILES: [CH2:23]([c:24]1[cH:25][cH:26][cH:27][cH:28][cH:29]1)[O:30][C:31](=[O:32])[NH:33][CH:34]([CH:35]([CH3:36])[CH3:37])[C:38](=[O:39])[OH:40].[CH3:56][N:57]([CH3:58])[c:59]1[cH:60][cH:61][n:62][cH:63][cH:64]1.[CH:41]1([N:42]=[C:43]=[N:44][CH:45]2[CH2:46][CH2:47][CH2:48][CH2:49][CH2:50]2)[CH2:51][CH2:52][CH2:53][CH2:54][CH2:55]1.[Cl:65][CH2:66][Cl:67].[OH:1][CH2:2][CH2:3][O:4][c:5]1[cH:6][cH:7][c:8]([C:9](=[O:10])[O:11][CH2:12][c:13]2[cH:14][cH:15][c:16]([O:19][CH3:20])[cH:17][cH:18]2)[cH:21][cH:22]1>>[O:1]([CH2:2][CH2:3][O:4][c:5]1[cH:6][cH:7][c:8]([C:9](=[O:10])[O:11][CH2:12][c:13]2[cH:14][cH:15][c:16]([O:19][CH3:20])[cH:17][cH:18]2)[cH:21][cH:22]1)[C:38]([CH:34]([NH:33][C:31]([O:30][CH2:23][c:24]1[cH:25][cH:26][cH:27][cH:28][cH:29]1)=[O:32])[CH:35]([CH3:36])[CH3:37])=[O:39]. Starting materials: O=C([O-])[O-], CC#N, Clc1ncccn1, O=C(c1ccc(-c2cccc(Cl)c2)cc1)C1CCNCC1, Cl, [K+], [K+], O. Yields the product O=C(c1ccc(-c2cccc(Cl)c2)cc1)C1CCN(c2ncccn2)CC1. As a reaction SMILES: [C:30](=[O:31])([O-:32])[O-:33].[CH3:37][C:38]#[N:39].[Cl:23][c:24]1[n:25][cH:26][cH:27][cH:28][n:29]1.[Cl:2][c:3]1[cH:4][c:5](-[c:9]2[cH:10][cH:11][c:12]([C:15](=[O:16])[CH:17]3[CH2:18][CH2:19][NH:20][CH2:21][CH2:22]3)[cH:13][cH:14]2)[cH:6][cH:7][cH:8]1.[ClH:1].[K+:34].[K+:35].[OH2:36]>>[Cl:2][c:3]1[cH:4][c:5](-[c:9]2[cH:10][cH:11][c:12]([C:15](=[O:16])[CH:17]3[CH2:18][CH2:19][N:20]([c:24]4[n:25][cH:26][cH:27][cH:28][n:29]4)[CH2:21][CH2:22]3)[cH:13][cH:14]2)[cH:6][cH:7][cH:8]1. Starting materials: CCOC(=O)CCCBr, O=C([O-])[O-], CN(C)C=O, [Cs+], [Cs+], CCc1ccc(Cc2ccc(O)cc2OC2OC(CO)C(O)C(O)C2O)cc1, O. Product: CCOC(=O)CCCOc1ccc(Cc2ccc(CC)cc2)c(OC2OC(CO)C(O)C(O)C2O)c1. Reaction SMILES: [Br:35][CH2:36][CH2:37][CH2:38][C:39](=[O:40])[O:41][CH2:42][CH3:43].[C:29](=[O:30])([O-:31])[O-:32].[CH3:45][N:46]([CH3:47])[CH:48]=[O:49].[Cs+:33].[Cs+:34].[O:1]([CH:2]1[CH:3]([OH:4])[CH:5]([OH:6])[CH:7]([OH:8])[CH:9]([CH2:11][OH:12])[O:10]1)[c:13]1[c:14]([CH2:20][c:21]2[cH:22][cH:23][c:24]([CH2:27][CH3:28])[cH:25][cH:26]2)[cH:15][cH:16][c:17]([OH:19])[cH:18]1.[OH2:44]>>[O:1]([CH:2]1[CH:3]([OH:4])[CH:5]([OH:6])[CH:7]([OH:8])[CH:9]([CH2:11][OH:12])[O:10]1)[c:13]1[c:14]([CH2:20][c:21]2[cH:22][cH:23][c:24]([CH2:27][CH3:28])[cH:25][cH:26]2)[cH:15][cH:16][c:17]([O:19][CH2:36][CH2:37][CH2:38][C:39](=[O:40])[O:41][CH2:42][CH3:43])[cH:18]1. The reactants are C([O-])([O-])=O.[K+].[K+] (potassium carbonate), ClCC=1N=C(SC1)C (4-(chloromethyl)-2-methyl-1,3-thiazole), CC1=CC(=NC(=N1)S)O (6-methyl-2-sulfanylpyrimidin-4-ol). Solvent: CN(C)C=O (DMF). Reaction conditions: time 8 hour. Product: CC1=CC(=NC(=N1)SCC=1N=C(SC1)C)O (6-methyl-2-{[(2-methyl-1,3-thiazol-4-yl)methyl]sulfanyl}pyrimidin-4-ol). The yield is 17.8%. Reaction SMILES: [CH3:1][C:2]1[N:7]=[C:6]([SH:8])[N:5]=[C:4]([OH:9])[CH:3]=1.C(=O)([O-])[O-].[K+].[K+].Cl[CH2:17][C:18]1[N:19]=[C:20]([CH3:23])[S:21][CH:22]=1>CN(C=O)C>[CH3:1][C:2]1[N:7]=[C:6]([S:8][CH2:17][C:18]2[N:19]=[C:20]([CH3:23])[S:21][CH:22]=2)[N:5]=[C:4]([OH:9])[CH:3]=1 |f:1.2.3|. Reported procedure: 6-methyl-2-sulfanylpyrimidin-4-ol (772 mg, 5.4 mmol) was dissolved in anhydrous DMF (30 mL), then potassium carbonate (2.25 g, 16.3 mmol) and 4-(chloromethyl)-2-methyl-1,3-thiazole (1.50 g, 8.1 mmol) were added. The mixture was stirred overnight at room temperature. The solid was removed by filtration and washed with methanol, and the filtrate was evaporated. The residue was dissolved in DCM/MeOH and purified on silica gel using 10% DCM in MeOH to afford 6-methyl-2-{[(2-methyl-1,3-thiazol-4-yl)m...